From a dataset of the Open Reaction Database (ORD), a public repository of structured organic reaction records. describe an organic reaction: reactants, conditions, products, and yield The reactants are Cl (hydrochloric acid), BrC=1C(N(C(=CC1O)C)C=1C=C(C(=O)O)C=CC1C)=O ((−)3-(3-bromo-4-hydroxy-6-methyl-2-oxopyridin-1(2H)-yl)-4-methylbenzoic acid), C(=O)(N1C=NC=C1)N1C=NC=C1 (1,1′-carbonyldiimidazole), CN (methylamine), O1CCCC1 (tetrahydrofuran). The solvent is CN(C=O)C (N,N-dimethylformamide). The product is BrC=1C(N(C(=CC1O)C)C=1C=C(C(=O)NC)C=CC1C)=O ((−)3-(3-bromo-4-hydroxy-6-methyl-2-oxopyridin-1(2H)-yl)-N,4-dimethylbenzamide). The yield is 100.0%. RXN SMILES: [Br:1][C:2]1[C:3](=[O:20])[N:4]([C:10]2[CH:11]=[C:12]([CH:16]=[CH:17][C:18]=2[CH3:19])[C:13](O)=[O:14])[C:5]([CH3:9])=[CH:6][C:7]=1[OH:8].[C:21](N1C=CN=C1)([N:23]1C=CN=C1)=O.CN.O1CCCC1.Cl>CN(C)C=O>[Br:1][C:2]1[C:3](=[O:20])[N:4]([C:10]2[CH:11]=[C:12]([CH:16]=[CH:17][C:18]=2[CH3:19])[C:13]([NH:23][CH3:21])=[O:14])[C:5]([CH3:9])=[CH:6][C:7]=1[OH:8]. Procedure: (−)3-(3-bromo-4-hydroxy-6-methyl-2-oxopyridin-1(2H)-yl)-4-methylbenzoic acid (10) (1.50 kg, 4.44 moles), 1,1′-carbonyldiimidazole (1.08 kg, 6.66 moles) and N,N-dimethylformamide (3 mL) were mixed together at ambient temperature. Once the activation reaction was deemed complete, 2 M methylamine solution in tetrahydrofuran (5.5 L, 11.1 moles) was added at a rate that maintained the temperature below 30° C. The mixture became homogeneous as the reaction reached completion. A solution of 1 N hydroch... The reactants are CCO, [Na], O, [O-][n+]1ccccc1S, CCCC(Cl)c1ccccc1. Yields the product CCCC(Sc1cccc[n+]1[O-])c1ccccc1. Reaction SMILES: [CH3:21][CH2:22][OH:23].[Na:12].[OH2:24].[SH:13][c:14]1[n+:15]([O-:20])[cH:16][cH:17][cH:18][cH:19]1.[c:1]1([CH:7]([CH2:8][CH2:9][CH3:10])[Cl:11])[cH:2][cH:3][cH:4][cH:5][cH:6]1>>[c:1]1([CH:7]([CH2:8][CH2:9][CH3:10])[S:13][c:14]2[n+:15]([O-:20])[cH:16][cH:17][cH:18][cH:19]2)[cH:2][cH:3][cH:4][cH:5][cH:6]1. Starting materials: BrC=1C=CC(=NC1)N[C@@H]1[C@H](CCC1)NC(C1=C(C=CC=C1)N1N=CC=N1)=O (N-[(1S,2S)-2-[(5-Bromopyridin-2-yl)amino]cyclopentyl]-2-(2H-1,2,3-triazol-2-yl)benzamide), BrC1=NC=CC(=C1)C(F)(F)F (2-bromo-4-(trifluoromethyl)pyridine), Cl.N[C@@H]1[C@H](CCC1)NC(C1=C(C=CC=C1)N1N=CC=N1)=O (N-[(1S,2S)-2-aminocyclopentyl]-2-(2H-1,2,3-triazol-2-yl)benzamide hydrochloride), Cl.N[C@@H]1[C@H](CCC1)NC(C1=C(C=CC=C1)N1N=CC=N1)=O (N-[(1S,2S)-2-aminocyclopentyl]-2-(2H-1,2,3-triazol-2-yl)benzamide hydrochloride). Conditions: temperature 140 celsius. The product is N=1N(N=CC1)C1=C(C(=O)N[C@@H]2[C@H](CCC2)NC2=NC=CC(=C2)C(F)(F)F)C=CC=C1 (2-(2H-1,2,3-Triazol-2-yl)-N-[(1S,2S)-2-{[4-(trifluoromethyl)pyridin-2-yl]amino}cyclopentyl]benzamide). As a reaction SMILES: Br[C:2]1[CH:3]=[CH:4][C:5]([NH:8][C@H:9]2[CH2:13][CH2:12][CH2:11][C@@H:10]2[NH:14][C:15](=[O:27])[C:16]2[CH:21]=[CH:20][CH:19]=[CH:18][C:17]=2[N:22]2[N:26]=[CH:25][CH:24]=[N:23]2)=[N:6][CH:7]=1.Cl.N[C@H]1CCC[C@@H]1NC(=O)C1C=CC=CC=1N1N=CC=N1.BrC1C=C([C:56]([F:59])([F:58])[F:57])C=CN=1>>[N:23]1[N:22]([C:17]2[CH:18]=[CH:19][CH:20]=[CH:21][C:16]=2[C:15]([NH:14][C@H:10]2[CH2:11][CH2:12][CH2:13][C@@H:9]2[NH:8][C:5]2[CH:4]=[C:3]([C:56]([F:59])([F:58])[F:57])[CH:2]=[CH:7][N:6]=2)=[O:27])[N:26]=[CH:25][CH:24]=1 |f:1.2|. Reported procedure: Prepared according to the procedure for N-[(1S,2S)-2-[(5-bromopyridin-2-yl)amino]cyclopentyl]-2-(2H-1,2,3-triazol-2-yl)benzamide (Example 118) from N-[(1S,2S)-2-aminocyclopentyl]-2-(2H-1,2,3-triazol-2-yl)benzamide hydrochloride (Intermediate 4; 200 mg, 0.65 mmol) and 2-bromo-4-(trifluoromethyl)pyridine (CAS number 175205-81-9; 147 mg, 0.650 mmol) except this was heated to 140° C. for 17 hours to afford the title compound. Starting materials: ClC1=NC=C2C=C(C(N(C2=C1)C)=O)C=1C=C(C=CC1C)NC(C1=CC(=CC=C1)C(F)(F)F)=O (N-[3-(7-Chloro-1-methyl-2-oxo-1,2-dihydro-[1,6]naphthyridin-3-yl)-4-methyl-phenyl]-3-trifluoromethyl-benzamide), CN1CCN(CC1)C=1C=C(C=CC1)N (3-(4-Methyl-piperazin-1-yl)-phenylamine), Pd2(dba)2, [Cl-].C(CC)C1=C(C(=CC=C1)CCC)[N+]1=CN(C=C1)C1=C(C=CC=C1CCC)CCC (1,3-Bis(2,6-di-1-propylphenyl)imidazolium chloride), potassium tert-butanoxide. Solvent: O1CCOCC1 (1,4-dioxane). Reaction conditions: time 14 hour. Product: CC1=C(C=C(C=C1)NC(C1=CC(=CC=C1)C(F)(F)F)=O)C=1C(N(C2=CC(=NC=C2C1)NC1=CC(=CC=C1)N1CCN(CC1)C)C)=O (N-(4-Methyl-3-{1-methyl-7-[3-(4-methyl-piperazin-1-yl)-phenylamino]-2-oxo-1,2-dihydro-[1,6]naphthyridin-3-yl}-phenyl)-3-trifluoromethyl-benzamide). As a reaction SMILES: Cl[C:2]1[CH:11]=[C:10]2[C:5]([CH:6]=[C:7]([C:14]3[CH:15]=[C:16]([NH:21][C:22](=[O:33])[C:23]4[CH:28]=[CH:27][CH:26]=[C:25]([C:29]([F:32])([F:31])[F:30])[CH:24]=4)[CH:17]=[CH:18][C:19]=3[CH3:20])[C:8](=[O:13])[N:9]2[CH3:12])=[CH:4][N:3]=1.[CH3:34][N:35]1[CH2:40][CH2:39][N:38]([C:41]2[CH:42]=[C:43]([NH2:47])[CH:44]=[CH:45][CH:46]=2)[CH2:37][CH2:36]1.[Cl-].C(C1C=CC=C(CCC)C=1[N+]1C=CN(C2C(CCC)=CC=CC=2CCC)C=1)CC>O1CCOCC1>[CH3:20][C:19]1[CH:18]=[CH:17][C:16]([NH:21][C:22](=[O:33])[C:23]2[CH:28]=[CH:27][CH:26]=[C:25]([C:29]([F:30])([F:31])[F:32])[CH:24]=2)=[CH:15][C:14]=1[C:7]1[C:8](=[O:13])[N:9]([CH3:12])[C:10]2[C:5]([CH:6]=1)=[CH:4][N:3]=[C:2]([NH:47][C:43]1[CH:44]=[CH:45][CH:46]=[C:41]([N:38]3[CH2:37][CH2:36][N:35]([CH3:34])[CH2:40][CH2:39]3)[CH:42]=1)[CH:11]=2 |f:2.3|. Procedure: N-[3-(7-Chloro-1-methyl-2-oxo-1,2-dihydro-[1,6]naphthyridin-3-yl)-4-methyl-phenyl]-3-trifluoromethyl-benzamide (50 mg, 0.106 mmol) is mixed with 3-(4-Methyl-piperazin-1-yl)-phenylamine (31 mg, 0.16 mmol), Pd2(dba)2 (2.4 mg, 2.5%), 1,3-Bis(2,6-di-1-propylphenyl)imidazolium chloride (2.3 mg, 5%) and potassium tert-butanoxide (17.8 mg, 0.159 mmol) under an argon environment. 6 mL of anhydrous 1,4-dioxane is added and the reaction is continued at 100° C. for 14 hours. After cooling and removal of so... Starting materials: O=C([O-])[O-], Cn1cc(B2OC(C)(C)C(C)(C)O2)cn1, Cc1c(Oc2ccnc(Cl)c2)ccc(N)c1F, [Na+], [Na+], c1ccc(P(c2ccccc2)(c2ccccc2)[Pd](P(c2ccccc2)(c2ccccc2)c2ccccc2)(P(c2ccccc2)(c2ccccc2)c2ccccc2)P(c2ccccc2)(c2ccccc2)c2ccccc2)cc1. Product: Cc1c(Oc2ccnc(-c3cnn(C)c3)c2)ccc(N)c1F. As a reaction SMILES: [C:33](=[O:34])([O-:35])[O-:36].[CH3:18][n:19]1[n:20][cH:21][c:22]([B:24]2[O:25][C:26]([CH3:27])([CH3:28])[C:29]([CH3:30])([CH3:31])[O:32]2)[cH:23]1.[Cl:1][c:2]1[n:3][cH:4][cH:5][c:6]([O:8][c:9]2[c:10]([CH3:17])[c:11]([F:16])[c:12]([NH2:15])[cH:13][cH:14]2)[cH:7]1.[Na+:37].[Na+:38].[cH:39]1[cH:40][cH:41][c:42]([P:43]([Pd:44]([P:45]([c:46]2[cH:47][cH:48][cH:49][cH:50][cH:51]2)([c:52]2[cH:53][cH:54][cH:55][cH:56][cH:57]2)[c:58]2[cH:59][cH:60][cH:61][cH:62][cH:63]2)([P:64]([c:65]2[cH:66][cH:67][cH:68][cH:69][cH:70]2)([c:71]2[cH:72][cH:73][cH:74][cH:75][cH:76]2)[c:77]2[cH:78][cH:79][cH:80][cH:81][cH:82]2)[P:83]([c:84]2[cH:85][cH:86][cH:87][cH:88][cH:89]2)([c:90]2[cH:91][cH:92][cH:93][cH:94][cH:95]2)[c:96]2[cH:97][cH:98][cH:99][cH:100][cH:101]2)([c:102]2[cH:103][cH:104][cH:105][cH:106][cH:107]2)[c:108]2[cH:109][cH:110][cH:111][cH:112][cH:113]2)[cH:114][cH:115]1>>[c:2]1(-[c:22]2[cH:21][n:20][n:19]([CH3:18])[cH:23]2)[n:3][cH:4][cH:5][c:6]([O:8][c:9]2[c:10]([CH3:17])[c:11]([F:16])[c:12]([NH2:15])[cH:13][cH:14]2)[cH:7]1. Starting materials: C12CNCCC2CN1C1=NC2=CC=CC=C2N=C1 (2-(3,8-diaza-bicyclo[4.2.0]oct-8-yl)-quinoxaline), C1(=C(C=CC=C1)C(=O)N1CC2CNC2C1)C1=CC=CC=C1 (Biphenyl-2-yl-(3,6-diaza-bicyclo[3.2.0]hept-3-yl)-methanone), ClC1=NC2=CC=CC=C2N=C1 (2-chloro-quinoxaline). Yields the product C1(=C(C=CC=C1)C(=O)N1CC2CN(C2C1)C1=NC2=CC=CC=C2N=C1)C1=CC=CC=C1 (2-[3-(Biphenyl-2-ylcarbonyl)-3,6-diazabicyclo[3.2.0]hept-6-yl]quinoxaline). As a reaction SMILES: C12N([C:9]3[CH:18]=[N:17][C:16]4[C:11](=[CH:12][CH:13]=[CH:14][CH:15]=4)[N:10]=3)CC1CCNC2.[C:19]1([C:34]2[CH:39]=[CH:38][CH:37]=[CH:36][CH:35]=2)[CH:24]=[CH:23][CH:22]=[CH:21][C:20]=1[C:25]([N:27]1[CH2:33][CH:32]2[CH:29]([CH2:30][NH:31]2)[CH2:28]1)=[O:26].ClC1C=NC2C(=CC=CC=2)N=1>>[C:19]1([C:34]2[CH:39]=[CH:38][CH:37]=[CH:36][CH:35]=2)[CH:24]=[CH:23][CH:22]=[CH:21][C:20]=1[C:25]([N:27]1[CH2:33][CH:32]2[CH:29]([CH2:30][N:31]2[C:9]2[CH:18]=[N:17][C:16]3[C:11](=[CH:12][CH:13]=[CH:14][CH:15]=3)[N:10]=2)[CH2:28]1)=[O:26]. Procedure: The title compound was prepared in a manner analogous to Intermediate 2, Step A, using Intermediate 19 and 2-chloro-quinoxaline. MS (ESI) mass calcd. for C26H22N4O, 406.49; m/z found, 407.2 [M+H]+. The reactants are N1C(=NCCC1)S (1,4,5,6-tetrahydro-2-pyrimidinethiol), BrC=1C=C2C=CNC2=CC1 (5-bromo-indole), [I].[K] (potassium iodine), II (iodine). Solvent: CO (methanol), CO (methanol), O (water). Reaction conditions: time 2 hour. The product is I.BrC=1C=C2C(=CNC2=CC1)SC=1NCCCN1 (5-bromo-3-(1,4,5,6-tetrahydro-2-pyrimidinylthio)-indole hydriodide). RXN SMILES: [Br:1][C:2]1[CH:3]=[C:4]2[C:8](=[CH:9][CH:10]=1)[NH:7][CH:6]=[CH:5]2.[I].[K].[I:13]I.[NH:15]1[CH2:20][CH2:19][CH2:18][N:17]=[C:16]1[SH:21]>CO.O>[IH:13].[Br:1][C:2]1[CH:3]=[C:4]2[C:8](=[CH:9][CH:10]=1)[NH:7][CH:6]=[C:5]2[S:21][C:16]1[NH:17][CH2:18][CH2:19][CH2:20][N:15]=1 |f:1.2,7.8,^1:10,11|. Procedure details: A solution of 19.6 g of 5-bromo-indole in 50 ml of methanol is added to a stirred solution of 50 g potassium iodine and 25.4 g of iodine in 150 ml of water at room temperature. The mixture is further treated with a solution of 11.6 g of 1,4,5,6-tetrahydro-2-pyrimidinethiol in 270 ml of warm methanol. The reaction mixture is then stirred at room temperature for 2 hours, filtered and the filtrate is concentrated to one-fifth of the original volume and cooled. A crystalline precipitate is formed. T... Reaction SMILES: [CH2:1](N)C.Cl[C:5]1[C:14]([C:15]([C:17](=[CH:23][N:24](C)[CH3:25])[C:18]([O:20][CH2:21][CH3:22])=[O:19])=[O:16])=[CH:13][C:12]2[C:7](=[CH:8][C:9]([Cl:28])=[C:10]([F:27])[CH:11]=2)[N:6]=1.C1CCN2C(=NCCC2)CC1>C(O)C>[Cl:28][C:9]1[C:10]([F:27])=[CH:11][C:12]2[C:7]([CH:8]=1)=[N:6][C:5]1[N:24]([CH2:25][CH3:1])[CH:23]=[C:17]([C:18]([O:20][CH2:21][CH3:22])=[O:19])[C:15](=[O:16])[C:14]=1[CH:13]=2. Conditions: temperature 75 celsius, time 2 hour. Solvent: C(C)O (ethanol). Reported procedure: Ethylamine (16 g) is added in the course of 5 minutes at between 10° and 15° C. to a stirred suspension of ethyl 2-(2,7-dichloro-6-fluoro-3-quinolinecarbonyl)-3-(dimethylamino)acrylate (13.5 g) in ethanol (135 cc), the temperature is allowed to rise to approximately 20° C., DBU (0.5 g) is added and the mixture is heated with stirring for 2 hours to a temperature in the region of 75° C. After cooling to a temperature in the region of 20° C., the precipitate is drained and washed with ethanol (2×1... The yield is 85.1%. Yields the product ClC=1C(=CC=2C(=NC=3N(C=C(C(C3C2)=O)C(=O)OCC)CC)C1)F (8-Chloro-3-ethoxycarbonyl-1-ethyl-7-fluoro-4-oxo-1,4-dihydrobenzo[b][1, 8]naphthyridine). Starting materials: C(C)N (Ethylamine), ClC1=NC2=CC(=C(C=C2C=C1C(=O)C(C(=O)OCC)=CN(C)C)F)Cl (ethyl 2-(2,7-dichloro-6-fluoro-3-quinolinecarbonyl)-3-(dimethylamino)acrylate), C1CCC2=NCCCN2CC1 (DBU). Starting materials: BrC1=CC(=C(C(=O)OC(C)(C)C)C=C1)NC1=CC=C(C=C1)F (tert-butyl 4-bromo-2-(4-fluoroanilino)benzoate), C(C=C)C1CCCCC1 (allylcyclohexane), C([O-])([O-])=O.[Cs+].[Cs+] (cesium carbonate), bis(acetato)triphenylphosphine palladium(II). Reagents/catalysts: [Br-].C(CCC)[N+](CCCC)(CCCC)CCCC (tetrabutylammonium bromide). Run in C1(=CC=CC=C1)C (toluene). Reaction conditions: temperature 110 celsius, time 22 hour. Product: C1(CCCCC1)C/C=C/C1=CC(=C(C(=O)OC(C)(C)C)C=C1)NC1=CC=C(C=C1)F (tert-butyl 4-((E)-3-cyclohexyl-1-propenyl)-2-(4-fluoroanilino)benzoate). Reaction SMILES: Br[C:2]1[CH:14]=[CH:13][C:5]([C:6]([O:8][C:9]([CH3:12])([CH3:11])[CH3:10])=[O:7])=[C:4]([NH:15][C:16]2[CH:21]=[CH:20][C:19]([F:22])=[CH:18][CH:17]=2)[CH:3]=1.[CH2:23]([CH:26]1[CH2:31][CH2:30][CH2:29][CH2:28][CH2:27]1)[CH:24]=[CH2:25].C(=O)([O-])[O-].[Cs+].[Cs+]>[Br-].C([N+](CCCC)(CCCC)CCCC)CCC.C1(C)C=CC=CC=1>[CH:26]1([CH2:23]/[CH:24]=[CH:25]/[C:2]2[CH:14]=[CH:13][C:5]([C:6]([O:8][C:9]([CH3:12])([CH3:11])[CH3:10])=[O:7])=[C:4]([NH:15][C:16]3[CH:21]=[CH:20][C:19]([F:22])=[CH:18][CH:17]=3)[CH:3]=2)[CH2:31][CH2:30][CH2:29][CH2:28][CH2:27]1 |f:2.3.4,5.6|. Reported procedure: To toluene 3.0 mL solution of tert-butyl 4-bromo-2-(4-fluoroanilino)benzoate 0.20 g were added allylcyclohexane 0.17 mL, cesium carbonate 0.36 g, tetrabutylammonium bromide 53 mg and polymer-carried bis(acetato)triphenylphosphine palladium(II) 86 mg at room temperature, and it was stirred at 110° C. for 22 hours. After the reaction mixture was cooled to room temperature, insoluble matter was filtrated, and ethyl acetate and 10% citric acid aqueous solution were added to it. The organic layer was...